This data is from the Open Reaction Database (ORD), a public repository of structured organic reaction records. The task is: describe an organic reaction: reactants, conditions, products, and yield Starting materials: C[N+]1([O-])CCOCC1, CCC[N+](CCC)(CCC)CCC, ClCCl, Cc1cc(C(O)C(C)c2ccc(Oc3ccc(C#N)cc3)cc2Cl)ccn1, O=[Ru](=O)(=O)[O-]. Product: Cc1cc(C(=O)C(C)c2ccc(Oc3ccc(C#N)cc3)cc2Cl)ccn1. As a reaction SMILES: [CH3:1][N+:2]1([O-:3])[CH2:4][CH2:5][O:6][CH2:7][CH2:8]1.[CH3:44][CH2:45][CH2:46][N+:47]([CH2:48][CH2:49][CH3:50])([CH2:51][CH2:52][CH3:53])[CH2:54][CH2:55][CH3:56].[Cl:36][CH2:37][Cl:38].[Cl:9][c:10]1[cH:11][c:12]([O:13][c:14]2[cH:15][cH:16][c:17]([C:18]#[N:19])[cH:20][cH:21]2)[cH:22][cH:23][c:24]1[CH:25]([CH:26]([c:27]1[cH:28][c:29]([CH3:33])[n:30][cH:31][cH:32]1)[OH:34])[CH3:35].[O-:39][Ru:40](=[O:41])(=[O:42])=[O:43]>>[Cl:9][c:10]1[cH:11][c:12]([O:13][c:14]2[cH:15][cH:16][c:17]([C:18]#[N:19])[cH:20][cH:21]2)[cH:22][cH:23][c:24]1[CH:25]([C:26]([c:27]1[cH:28][c:29]([CH3:33])[n:30][cH:31][cH:32]1)=[O:34])[CH3:35].